From a dataset of the Open Reaction Database (ORD), a public repository of structured organic reaction records. describe an organic reaction: reactants, conditions, products, and yield Reactants: ClC1=C(C=C(C(=C1)Cl)Cl)S(=O)(=O)N(C(C)C)CCCl (2,4,5-Trichloro-N-(2-chloroethyl)-N-isopropyl Benzene Sulfonamide), N1C(=NC2=C1C=CC=C2)N2CCNCC2 (1-(1H-benzimidazol-2-yl)piperazine). Yields the product N1C(=NC2=C1C=CC=C2)N2CCN(CC2)CCN(S(=O)(=O)C2=C(C=C(C(=C2)Cl)Cl)Cl)C(C)C (N-(2-(4-(1H-Benzimidazol-2-yl)-piperazin-1-yl)-ethyl)-2,4,5-trichloro-N-isopropyl-benzene-sulfonamide). Reaction SMILES: [Cl:1][C:2]1[CH:7]=[C:6]([Cl:8])[C:5]([Cl:9])=[CH:4][C:3]=1[S:10]([N:13]([CH2:17][CH2:18]Cl)[CH:14]([CH3:16])[CH3:15])(=[O:12])=[O:11].[NH:20]1[C:24]2[CH:25]=[CH:26][CH:27]=[CH:28][C:23]=2[N:22]=[C:21]1[N:29]1[CH2:34][CH2:33][NH:32][CH2:31][CH2:30]1>>[NH:20]1[C:24]2[CH:25]=[CH:26][CH:27]=[CH:28][C:23]=2[N:22]=[C:21]1[N:29]1[CH2:30][CH2:31][N:32]([CH2:18][CH2:17][N:13]([CH:14]([CH3:15])[CH3:16])[S:10]([C:3]2[CH:4]=[C:5]([Cl:9])[C:6]([Cl:8])=[CH:7][C:2]=2[Cl:1])(=[O:11])=[O:12])[CH2:33][CH2:34]1. Procedure details: The title compound was prepared using the procedure described in Example 1 using D7 and 1-(1H-benzimidazol-2-yl)piperazine. MH+ 530/532/534/536. Starting materials: C(C1=CC=CC=C1)OC(=O)N1N([C@@H](CCC1)C(NCCC1=CC=CC=C1)=O)C([C@H](CCC(=O)OCC1=CC=CC=C1)N1C(C2=CC=CC=C2C1=O)=O)=O ((S)-2-[(S)-4-benzyloxycarbonyl-2-(1,3-dioxo-1,3-dihydro-isoindol-2-yl)-butyryl]-3-phenethylcarbamoyl-tetrahydro-pyridazine-1-carboxylic acid benzyl ester). Reagents/catalysts: CO (MeOH), [Pd] (Pd/C). Run at time 3 hour. The product is O=C1N(C(C2=CC=CC=C12)=O)[C@@H](CCC(=O)O)C(N1NCCC[C@H]1C(NCCC1=CC=CC=C1)=O)=O ((S)-4-(1,3-dioxo-1,3-dihydro-isoindol-2-yl)-5-oxo-5-((S)-6-phenethylcarbamoyl-tetrahydro-pyridazin-1-yl)-pentanoic acid). Isolated yield 95.3%. Reaction SMILES: C(OC([N:11]1[CH2:16][CH2:15][CH2:14][C@@H:13]([C:17](=[O:27])[NH:18][CH2:19][CH2:20][C:21]2[CH:26]=[CH:25][CH:24]=[CH:23][CH:22]=2)[N:12]1[C:28](=[O:53])[C@@H:29]([N:42]1[C:50](=[O:51])[C:49]2[C:44](=[CH:45][CH:46]=[CH:47][CH:48]=2)[C:43]1=[O:52])[CH2:30][CH2:31][C:32]([O:34]CC1C=CC=CC=1)=[O:33])=O)C1C=CC=CC=1>CO.[Pd]>[O:51]=[C:50]1[C:49]2[C:44](=[CH:45][CH:46]=[CH:47][CH:48]=2)[C:43](=[O:52])[N:42]1[C@H:29]([C:28](=[O:53])[N:12]1[C@H:13]([C:17](=[O:27])[NH:18][CH2:19][CH2:20][C:21]2[CH:22]=[CH:23][CH:24]=[CH:25][CH:26]=2)[CH2:14][CH2:15][CH2:16][NH:11]1)[CH2:30][CH2:31][C:32]([OH:34])=[O:33]. Procedure: A solution/suspension of (S)-2-[(S)-4-benzyloxycarbonyl-2-(1,3-dioxo-1,3-dihydro-isoindol-2-yl)-butyryl]-3-phenethylcarbamoyl-tetrahydro-pyridazine-1-carboxylic acid benzyl ester (1.13 g) and Pd/C (350 mg, 10% on carbon) in MeOH (15 mL, with 2 drops of acetic acid) in a 1,000 mL round flask is vigorously stirred at room temperature, under hydrogen gas (at atmosphere pressure) from a balloon for 3 hours. After degassed by house vacuum for 10 minutes, the reaction mixture is filtered to remove cat... Starting materials: N1=CC=CC=C1 (Pyridine), C(CCCCCC)N (n-heptylamine), C(C)(=O)Cl (Acetyl chloride). The solvent is C(Cl)Cl (CH2Cl2). Reaction conditions: time 1 hour. Product: C(CCCCCC)CC(=O)N (n-heptyl acetamide). Yield: 98.0%. As a reaction SMILES: [CH2:1]([NH2:8])[CH2:2][CH2:3][CH2:4][CH2:5][CH2:6][CH3:7].N1[CH:14]=[CH:13]C=CC=1.C(Cl)(=[O:17])C>C(Cl)Cl>[CH2:3]([CH2:2][C:1]([NH2:8])=[O:17])[CH2:4][CH2:5][CH2:6][CH2:7][CH2:13][CH3:14]. Procedure details: A solution of n-heptylamine (10.31 g, 89.4 mmol) in 100 mL CH2Cl2 was cooled in an ice bath. Pyridine (7.5 mL, 92.7 mmol) was added. Acetyl chloride (8.0 mL, 11 mmol) was gradually added over the course of 2 min. The ice bath was removed and the solution was allowed to warm to room temperature. After 1 h, water (100 mL) was added, and the organic layer was separated. The aqueous layer was extracted with 100 mL CH2Cl2. The combined organic extracts were washed with 10% aqueous HCl solution, satur... Reactants: O=C([O-])[O-], CC#N, ClCc1ccc(Cl)nc1, [K+], [K+], COCC(C)N. The product is COCC(C)NCc1ccc(Cl)nc1. As a reaction SMILES: [C:16](=[O:17])([O-:18])[O-:19].[CH3:22][C:23]#[N:24].[Cl:1][c:2]1[n:3][cH:4][c:5]([CH2:8][Cl:9])[cH:6][cH:7]1.[K+:20].[K+:21].[NH2:10][CH:11]([CH2:12][O:13][CH3:14])[CH3:15]>>[Cl:1][c:2]1[n:3][cH:4][c:5]([CH2:8][NH:10][CH:11]([CH2:12][O:13][CH3:14])[CH3:15])[cH:6][cH:7]1. Procedure: 231.8 g (1.359 mol) of 3-(4-fluorophenyl)allyl chloride were added over the course of 25 min to a refluxing solution of 795.0 g (13.92 mol) of allylamine in 360 ml of toluene, and the mixture was then refluxed for 1 h. 1,000 ml were then distilled out through a 10 cm distillation column (5 mm glass rings) at a bath temperature up to 125° C. 1,000 ml of water were added to the distillation residue, and the pH was adjusted to 0.7 with 38% strength hydrochloric acid. The organic phase was separated... Product: C(C=C)NCC=CC1=CC=C(C=C1)F (N-Allyl-N-[3-(4-fluorophenyl)allyl]amine). As a reaction SMILES: [F:1][C:2]1[CH:7]=[CH:6][C:5]([CH:8]=[CH:9][CH2:10]Cl)=[CH:4][CH:3]=1.[CH2:12]([NH2:15])[CH:13]=[CH2:14]>C1(C)C=CC=CC=1>[CH2:12]([NH:15][CH2:10][CH:9]=[CH:8][C:5]1[CH:6]=[CH:7][C:2]([F:1])=[CH:3][CH:4]=1)[CH:13]=[CH2:14]. Starting materials: FC1=CC=C(C=C1)C=CCCl (3-(4-fluorophenyl)allyl chloride), C(C=C)N (allylamine). The solvent is C1(=CC=CC=C1)C (toluene). Reactants: C(C)OC(C(C)(C)OC1=CC=C(C=C1)OCCC=1N=C(OC1C)C1=CC=C(C=C1)Br)=O (2-(4-{2-[2-(4-bromophenyl)-5-methyloxazol-4-yl]ethoxy}phenoxy)-2-methylpropionic acid ethyl ester), C1(CCCCC1)P(C1=C(C=CC=C1)C1=CC=CC=C1)C1CCCCC1 (2-(dicyclohexylphosphino)biphenyl), ClC1=C(C(=CC=C1)Cl)B(O)O (2,6-dichlorophenylboronic acid), [F-].[K+] (potassium fluoride). The reagents and catalysts are C(C)(=O)[O-].[Pd+2].C(C)(=O)[O-] (palladium acetate). Run in C1CCOC1 (THF). The product is C(C)OC(C(C)(C)OC1=CC=C(C=C1)OCCC=1N=C(OC1C)C1=CC=C(C=C1)C1=C(C=CC=C1Cl)Cl)=O (2-(4-{2-[2-(2′,6′-Dichloro-biphenyl-4-yl)-5-methyloxazol-4-yl]-ethoxy}-phenoxy)-2-methylpropionic acid ethyl ester). As a reaction SMILES: [CH2:1]([O:3][C:4](=[O:31])[C:5]([O:8][C:9]1[CH:14]=[CH:13][C:12]([O:15][CH2:16][CH2:17][C:18]2[N:19]=[C:20]([C:24]3[CH:29]=[CH:28][C:27](Br)=[CH:26][CH:25]=3)[O:21][C:22]=2[CH3:23])=[CH:11][CH:10]=1)([CH3:7])[CH3:6])[CH3:2].[Cl:32][C:33]1[CH:38]=[CH:37][CH:36]=[C:35]([Cl:39])[C:34]=1B(O)O.[F-].[K+].C1(P(C2CCCCC2)C2C=CC=CC=2C2C=CC=CC=2)CCCCC1>C([O-])(=O)C.[Pd+2].C([O-])(=O)C.C1COCC1>[CH2:1]([O:3][C:4](=[O:31])[C:5]([O:8][C:9]1[CH:14]=[CH:13][C:12]([O:15][CH2:16][CH2:17][C:18]2[N:19]=[C:20]([C:24]3[CH:29]=[CH:28][C:27]([C:34]4[C:33]([Cl:32])=[CH:38][CH:37]=[CH:36][C:35]=4[Cl:39])=[CH:26][CH:25]=3)[O:21][C:22]=2[CH3:23])=[CH:11][CH:10]=1)([CH3:7])[CH3:6])[CH3:2] |f:2.3,5.6.7|. Procedure: A solution of 2-(4-{2-[2-(4-bromophenyl)-5-methyloxazol-4-yl]ethoxy}phenoxy)-2-methylpropionic acid ethyl ester (300 mg, 0.614 mmol) (see Ex. 2, part B), 2,6-dichlorophenylboronic acid (0.921 mmol), potassium fluoride (88.6 mg, 1.84 mmol), palladium acetate (1.3 mg, 0.14 μmol), and 2-(dicyclohexylphosphino)biphenyl (4.3 mg, 12.3 μmol) were combined under N2, to which anhydrous THF (1.23 mL) was added. The yellow mixture was heated at reflux for 12 h. After cooling to room temperature, the mixtur... Reactants: C(C)(C)(C)OC(NC=1N(C(C[C@@](N1)(C)C1=CC(=CC=C1)N)=O)C)=O ([(S)-4-(3-amino-phenyl)-1,4-dimethyl-6-oxo-1,4,5,6-tetrahydro-pyrimidin-2-yl]-carbamic acid tert-butyl ester), F1, C(C1=CN=CC=C1)(=O)O (nicotinic acid). Product: NC=1N(C(C[C@@](N1)(C)C=1C=C(C=CC1)NC(C1=CN=CC=C1)=O)=O)C (N-[3-((S)-2-Amino-1,4-dimethyl-6-oxo-1,4,5,6-tetrahydro-pyrimidin-4-yl)-phenyl]-nicotinamide). As a reaction SMILES: C(OC(=O)[NH:7][C:8]1[N:9]([CH3:23])[C:10](=[O:22])[CH2:11][C@:12]([C:15]2[CH:20]=[CH:19][CH:18]=[C:17]([NH2:21])[CH:16]=2)([CH3:14])[N:13]=1)(C)(C)C.[C:25](O)(=[O:32])[C:26]1[CH:31]=[CH:30][CH:29]=[N:28][CH:27]=1>>[NH2:7][C:8]1[N:9]([CH3:23])[C:10](=[O:22])[CH2:11][C@:12]([C:15]2[CH:16]=[C:17]([NH:21][C:25](=[O:32])[C:26]3[CH:31]=[CH:30][CH:29]=[N:28][CH:27]=3)[CH:18]=[CH:19][CH:20]=2)([CH3:14])[N:13]=1. Procedure: The coupling of [(S)-4-(3-amino-phenyl)-1,4-dimethyl-6-oxo-1,4,5,6-tetrahydro-pyrimidin-2-yl]-carbamic acid tert-butyl ester from experiment F1 and nicotinic acid followed by deprotection of the intermediate yielded the title compound as a colourless solid. MS (ESI): m/z=338.4 [ M+H]+.